This data is from the Open Reaction Database (ORD), a public repository of structured organic reaction records. The task is: describe an organic reaction: reactants, conditions, products, and yield The reactants are COc1ccc(-c2nc(Sc3ccccc3OC)[nH]c2-c2ccc(OC)cc2)cc1, ClCCl, O=C(OO)c1cccc(Cl)c1. Product: COc1ccc(-c2nc(S(=O)c3ccccc3OC)[nH]c2-c2ccc(OC)cc2)cc1. As a reaction SMILES: [CH3:12][O:13][c:14]1[cH:15][cH:16][c:17](-[c:20]2[n:21][c:22]([S:33][c:34]3[c:35]([O:40][CH3:41])[cH:36][cH:37][cH:38][cH:39]3)[nH:23][c:24]2-[c:25]2[cH:26][cH:27][c:28]([O:31][CH3:32])[cH:29][cH:30]2)[cH:18][cH:19]1.[Cl:42][CH2:43][Cl:44].[OH:1][O:2][C:3]([c:4]1[cH:5][c:6]([Cl:7])[cH:8][cH:9][cH:10]1)=[O:11]>>[O:1]=[S:33]([c:22]1[n:21][c:20](-[c:17]2[cH:16][cH:15][c:14]([O:13][CH3:12])[cH:19][cH:18]2)[c:24](-[c:25]2[cH:26][cH:27][c:28]([O:31][CH3:32])[cH:29][cH:30]2)[nH:23]1)[c:34]1[c:35]([O:40][CH3:41])[cH:36][cH:37][cH:38][cH:39]1. Reactants: O=C([O-])[O-], CC(C)(C)C(=O)OCCl, O=C(O)c1c2n(c3cc4c(cc3c1=O)OCO4)CCS2, [K+], [K+]. RXN SMILES: [C:21](=[O:22])([O-:23])[O-:24].[C:27]([C:28]([CH3:29])([CH3:30])[CH3:31])(=[O:32])[O:33][CH2:34][Cl:35].[CH2:1]1[O:2][c:3]2[cH:4][c:5]3[c:6](=[O:20])[c:7]([C:17](=[O:18])[OH:19])[c:8]4[n:9]([c:10]3[cH:11][c:12]2[O:13]1)[CH2:14][CH2:15][S:16]4.[K+:25].[K+:26]>>[CH2:1]1[O:2][c:3]2[cH:4][c:5]3[c:6](=[O:20])[c:7]([C:17](=[O:18])[O:19][CH2:34][O:33][C:27]([C:28]([CH3:29])([CH3:30])[CH3:31])=[O:32])[c:8]4[n:9]([c:10]3[cH:11][c:12]2[O:13]1)[CH2:14][CH2:15][S:16]4. Product: CC(C)(C)C(=O)OCOC(=O)c1c2n(c3cc4c(cc3c1=O)OCO4)CCS2. The reactants are ClC1C(CCCC1)=O (2-chlorocyclohexanone), C([O-])([O-])=O.[Ca+2] (calcium carbonate). Run in CO (methanol). Product: COC1C(CCCC1)=O (2-methoxycyclohexanone). Yield: 80.0%. RXN SMILES: Cl[CH:2]1[CH2:7][CH2:6][CH2:5][CH2:4][C:3]1=[O:8].[C:9](=O)([O-])[O-:10].[Ca+2]>CO>[CH3:9][O:10][CH:2]1[CH2:7][CH2:6][CH2:5][CH2:4][C:3]1=[O:8] |f:1.2|. Procedure details: 2-methoxycyclohexanone was prepared by dissolving 132 gm. 2-chlorocyclohexanone in 600 ml. of methanol in the presence of 50 gm. calcium carbonate and heating the suspension at 160° C. for 15-20 minutes. After removal of the methanol, the calcium chloride was precipitated by the addition of methylene chloride to the residual material. The calcium chloride was removed by filtration and the filtrate was distilled to yield an 80-85% yield of 2-methoxycyclohexanone. The solvent is CC(=O)N(C)C (DMA). As a reaction SMILES: [NH2:1][C:2]1[CH:7]=[CH:6][C:5]([OH:8])=[CH:4][CH:3]=1.[CH3:9][O:10][C:11]1[CH:16]=[CH:15][N:14]=[C:13](Cl)[CH:12]=1.CC([O-])(C)C.[K+]>CC(N(C)C)=O>[NH2:1][C:2]1[CH:7]=[CH:6][C:5]([O:8][C:13]2[CH:12]=[C:11]([O:10][CH3:9])[CH:16]=[CH:15][N:14]=2)=[CH:4][CH:3]=1 |f:2.3|. Product: NC1=CC=C(OC2=NC=CC(=C2)OC)C=C1 (2-(4-aminophenoxy)-4-methoxypyridine). The reactants are NC1=CC=C(C=C1)O (4-Aminophenol), COC1=CC(=NC=C1)Cl (4-methoxy-2-chloropyridine), CC(C)(C)[O-].[K+] (KOtBu). Procedure details: 4-Aminophenol was reacted with 4-methoxy-2-chloropyridine in the presence of KOtBu/8-Crown-6/DMA at 150° C. for 5 hrs to give 2-(4-aminophenoxy)-4-methoxypyridine. The product was purified by chromatography. The reactants are CC(C)(C)OC(=O)N1CC2CC1CN2S(C)(=O)=O, ClCCl, O=C(O)C(F)(F)F. Product: CS(=O)(=O)N1CC2CC1CN2. RXN SMILES: [C:8]([O:9][C:10](=[O:11])[N:15]1[CH:16]2[CH2:17][N:18]([S:22](=[O:23])(=[O:24])[CH3:25])[CH:19]([CH2:20]1)[CH2:21]2)([CH3:12])([CH3:13])[CH3:14].[Cl:26][CH2:27][Cl:28].[F:1][C:2]([F:3])([F:4])[C:5]([OH:6])=[O:7]>>[NH:15]1[CH:16]2[CH2:17][N:18]([S:22](=[O:23])(=[O:24])[CH3:25])[CH:19]([CH2:20]1)[CH2:21]2. Reactants: C(C)(=O)[C@H]1N(C[C@@H](C1)OS(=O)(=O)C)C(=O)OCC1=CC=C(C=C1)[N+](=O)[O-] ((2S,4R)-2-acetyl-4-methanesulfonyloxy-1-(4-nitrobenzyloxycarbonyl)pyrrolidine), pyridinium bromide perbromide, O (water), C(C)(=O)OCC (ethyl acetate). Run in O1CCCC1 (tetrahydrofuran). Reaction conditions: time 3 hour. Yields the product BrCC(=O)[C@H]1N(C[C@@H](C1)OS(=O)(=O)C)C(=O)OCC1=CC=C(C=C1)[N+](=O)[O-] ((2S,4R)-2-bromoacetyl-4-methanesulfonyloxy-1-(4-nitrobenzyloxycarbonyl)pyrrolidine). Yield: 99.0%. As a reaction SMILES: [C:1]([C@@H:4]1[CH2:8][C@@H:7]([O:9][S:10]([CH3:13])(=[O:12])=[O:11])[CH2:6][N:5]1[C:14]([O:16][CH2:17][C:18]1[CH:23]=[CH:22][C:21]([N+:24]([O-:26])=[O:25])=[CH:20][CH:19]=1)=[O:15])(=[O:3])[CH3:2].C1C=C[NH+]=CC=1.[Br:33][Br-]Br.O.C(OCC)(=O)C>O1CCCC1>[Br:33][CH2:2][C:1]([C@@H:4]1[CH2:8][C@@H:7]([O:9][S:10]([CH3:13])(=[O:11])=[O:12])[CH2:6][N:5]1[C:14]([O:16][CH2:17][C:18]1[CH:19]=[CH:20][C:21]([N+:24]([O-:26])=[O:25])=[CH:22][CH:23]=1)=[O:15])=[O:3] |f:1.2|. Reported procedure: To a solution of (2S,4R)-2-acetyl-4-methanesulfonyloxy-1-(4-nitrobenzyloxycarbonyl)pyrrolidine (2.5 g) in tetrahydrofuran (80 ml) was added pyridinium bromide perbromide (2.59 g) at 5°-10° C. After stirring at room temperature for 3 hours, the mixture was poured into water (80 ml) and ethyl acetate (160 ml). The separated organic layer was washed with 1N hydrochloric acid, saturated aqueous sodium bicarbonate and brine successively dried over magnesium sulfate, and evaporated in vacuo. The oily ... Reactants: ClC=1C=C(C=2C=CN(C2C1)C=1N(C(NC(C1C(C)C)=O)=O)CC)C#N (6-chloro-1-(3-ethyl-5-isopropyl-2,6-dioxo-1,2,3,6-tetrahydro-pyrimidin-4-yl)-1H-indole-4-carbonitrile), N1N=CC2=CC=CC=C12 (1H-indazole). Yields the product C(C)N1C(NC(C(=C1N1N=CC2=CC=CC=C12)C(C)C)=O)=O (1-Ethyl-6-indazol-1-yl-5-isopropyl-1H-pyrimidine-2,4-dione). RXN SMILES: ClC1C=C(C#N)C2C=C[N:8]([C:11]3[N:12]([CH2:22][CH3:23])[C:13](=[O:21])[NH:14][C:15](=[O:20])[C:16]=3[CH:17]([CH3:19])[CH3:18])C=2C=1.N1[C:34]2[C:29](=[CH:30][CH:31]=[CH:32][CH:33]=2)[CH:28]=[N:27]1>>[CH2:22]([N:12]1[C:11]([N:8]2[C:34]3[C:29](=[CH:30][CH:31]=[CH:32][CH:33]=3)[CH:28]=[N:27]2)=[C:16]([CH:17]([CH3:18])[CH3:19])[C:15](=[O:20])[NH:14][C:13]1=[O:21])[CH3:23]. Procedure: This compound was made by a procedure similar to that used to prepare 6-chloro-1-(3-ethyl-5-isopropyl-2,6-dioxo-1,2,3,6-tetrahydro-pyrimidin-4-yl)-1H-indole-4-carbonitrile (90), except that 1H-indazole was used instead of 6-chloro-1H-indole-4-carbonitrile. LC-MS shows 299.1 (M+1). 1H NMR (300 MHz, CDCl3): δ 8.97 (br, 1H), 8.31 (s, 1H), 7.83 (d, 2H), 7.54 (m, 1H), 7.36 (m, 2H), 3.42 (m, 1H), 3.20 (m, 1H), 1.90 (m, 1H), 1.15 (dd, 6H), 1.00 (t, 3H). The reactants are CCN(CCCl)c1ccc(C#N)cc1, CCO, Cl, [Na+], [Na+], O=C([O-])[O-]. The product is CCN(CCCl)c1ccc(C(=O)O)cc1. As a reaction SMILES: [CH2:1]([CH3:2])[N:3]([CH2:4][CH2:5][Cl:6])[c:7]1[cH:8][cH:9][c:10]([C:11]#[N:12])[cH:13][cH:14]1.[CH3:21][CH2:22][OH:23].[ClH:24].[Na+:15].[Na+:16].[O-:17][C:18]([O-:19])=[O:20]>>[CH2:1]([CH3:2])[N:3]([CH2:4][CH2:5][Cl:6])[c:7]1[cH:8][cH:9][c:10]([C:18]([OH:17])=[O:20])[cH:13][cH:14]1. Reactants: CO.C[O-].[Na+] (sodium methoxide methanol), C(C)(=O)O.C(=N)N (formamidine acetate), FC(C(CC(=O)OCC)=O)(C)C (ethyl 4-fluoro-4-methyl-3-oxopentanoate), Cl (hydrochloric acid). Run in CO (methanol). Conditions: temperature 50 celsius, time 6 hour. Product: FC(C)(C)C1=CC(NC=N1)=O (6-(1-fluoro-1-methylethyl)-4-pyrimidone). Yield: 40.9%. Reaction SMILES: CO.C[O-].[Na+].C(O)(=O)C.[CH:10]([NH2:12])=[NH:11].Cl.[F:14][C:15]([CH3:25])([CH3:24])[C:16](=O)[CH2:17][C:18](OCC)=[O:19]>CO>[F:14][C:15]([C:16]1[N:12]=[CH:10][NH:11][C:18](=[O:19])[CH:17]=1)([CH3:25])[CH3:24] |f:0.1.2,3.4|. Procedure details: To a solution in which 5.52 g of ethyl 4-fluoro-4-methyl-3-oxopentanoate had been dissolved in 20 ml of methanol were added 11.6 g of a 28 % sodium methoxide methanol solution and 4.0 g of formamidine acetate, and the mixture was stirred at 50° C. for 6 hours. The mixture was cooled to 10° C. or lower, and 7.1 g of conc. hydrochloric acid was added to the reaction mixture and the reaction mixture was concentrated under reduced pressure. To the concentrated solution was added 100 ml of acetone, a... The reactants are Brc1cccc(CN2CCOCC2)n1, O=C([O-])[O-], [K+], [K+], CC(C)(O)c1ccc(-c2nc(C(N)=O)c(N)s2)cc1, O=C(C=Cc1ccccc1)C=Cc1ccccc1, O=C(C=Cc1ccccc1)C=Cc1ccccc1, O=C(C=Cc1ccccc1)C=Cc1ccccc1, [Pd], [Pd]. Yields the product CC(C)(O)c1ccc(-c2nc(C(N)=O)c(Nc3cccc(CN4CCOCC4)n3)s2)cc1. Reaction SMILES: [Br:26][c:27]1[cH:28][cH:29][cH:30][c:31]([CH2:33][N:34]2[CH2:35][CH2:36][O:37][CH2:38][CH2:39]2)[n:32]1.[C:20](=[O:21])([O-:22])[O-:23].[K+:24].[K+:25].[NH2:1][c:2]1[c:3]([C:17](=[O:18])[NH2:19])[n:4][c:5](-[c:7]2[cH:8][cH:9][c:10]([C:13]([CH3:14])([CH3:15])[OH:16])[cH:11][cH:12]2)[s:6]1.[O:42]=[C:43]([CH:44]=[CH:45][c:46]1[cH:47][cH:48][cH:49][cH:50][cH:51]1)[CH:52]=[CH:53][c:54]1[cH:55][cH:56][cH:57][cH:58][cH:59]1.[O:60]=[C:61]([CH:62]=[CH:63][c:64]1[cH:65][cH:66][cH:67][cH:68][cH:69]1)[CH:70]=[CH:71][c:72]1[cH:73][cH:74][cH:75][cH:76][cH:77]1.[O:78]=[C:79]([CH:80]=[CH:81][c:82]1[cH:83][cH:84][cH:85][cH:86][cH:87]1)[CH:88]=[CH:89][c:90]1[cH:91][cH:92][cH:93][cH:94][cH:95]1.[Pd:40].[Pd:41]>>[NH:1]([c:2]1[c:3]([C:17](=[O:18])[NH2:19])[n:4][c:5](-[c:7]2[cH:8][cH:9][c:10]([C:13]([CH3:14])([CH3:15])[OH:16])[cH:11][cH:12]2)[s:6]1)[c:27]1[cH:28][cH:29][cH:30][c:31]([CH2:33][N:34]2[CH2:35][CH2:36][O:37][CH2:38][CH2:39]2)[n:32]1.